This data is from the Open Reaction Database (ORD), a public repository of structured organic reaction records. The task is: describe an organic reaction: reactants, conditions, products, and yield Starting materials: CC(C)(C)OC(=O)N[C@@H]1CCC[C@H](C1)C(=O)N, CC1(CC2=C(C=NN2C1)C3=CC(=NC=C3F)Cl)C. Reagents/catalysts: C(=O)([O-])[O-].[Cs+].[Cs+], CC1(C2=C(C(=CC=C2)P(C3=CC=CC=C3)C4=CC=CC=C4)OC5=C1C=CC=C5P(C6=CC=CC=C6)C7=CC=CC=C7)C, C1=CC=C(C=C1)P(C2=CC=CC=C2)C3=CC=CC=C3.C1=CC=C(C=C1)P(C2=CC=CC=C2)C3=CC=CC=C3.C1=CC=C(C=C1)P(C2=CC=CC=C2)C3=CC=CC=C3.C1=CC=C(C=C1)P(C2=CC=CC=C2)C3=CC=CC=C3.[Pd]. Run in C1COCCO1. Run at temperature 100 celsius. Product: CC1(CC2=C(C=NN2C1)C3=CC(=NC=C3F)NC(=O)[C@@H]4CCC[C@H](C4)NC(=O)OC(C)(C)C)C. Yield: 84.4%. Procedure: Tetrakis(triphenylphosphine)palladium(0) (0.094 g, 0.08 mmol) was added to Racemic tert-butyl ((1R,3R)-3-carbamoylcyclohexyl)carbamate (0.235 g, 0.97 mmol),3-(2-chloro-5-fluoropyridin-4-yl)-5,5-dimethyl-5,6-dihydro-4H-pyrrolo[1,2-b]pyrazole (0.215 g, 0.81 mmol), (9,9-dimethyl-9H-xanthene-4,5-diyl)bis(diphenylphosphane) (0.094 g, 0.16 mmol) and cesium carbonate (0.791 g, 2.43 mmol) in 1,4-dioxane (6 mL) and water (1.200 mL). The resulting suspension was degassed for 10 minutes under nitrogen and ...